This data is from the Open Reaction Database (ORD), a public repository of structured organic reaction records. The task is: describe an organic reaction: reactants, conditions, products, and yield The reactants are ClC1=CC=CC2=C1C(N(CC=1N2C=NC1I)C)=O (7-chloro-4,5-dihydro-3-iodo-5-methyl-6H-imidazo[1,5-a][1,4]benzodiazepin-6-one), C1(=CC=CC=C1)C#C (phenylacetylene). The reagents and catalysts are Cl[Pd]([P](C1=CC=CC=C1)(C2=CC=CC=C2)C3=CC=CC=C3)([P](C4=CC=CC=C4)(C5=CC=CC=C5)C6=CC=CC=C6)Cl (bis-(triphenylphosphine)-palladium(II) dichloride), [Cu]I (copper(I) iodide). Run in C(Cl)Cl (methylene chloride), C(C)NCC (diethylamine). Yields the product ClC1=CC=CC2=C1C(N(CC=1N2C=NC1C#CC1=CC=CC=C1)C)=O (7-chloro-4,5-dihydro-5-methyl-3-(phenylethynyl)-6H-imidazo[1,5-a][1,4]benzodiazepin-6-one). RXN SMILES: [Cl:1][C:2]1[C:7]2[C:8](=[O:18])[N:9]([CH3:17])[CH2:10][C:11]3[N:12]([CH:13]=[N:14][C:15]=3I)[C:6]=2[CH:5]=[CH:4][CH:3]=1.[C:19]1([C:25]#[CH:26])[CH:24]=[CH:23][CH:22]=[CH:21][CH:20]=1>C(NCC)C.C(Cl)Cl.Cl[Pd](Cl)([P](C1C=CC=CC=1)(C1C=CC=CC=1)C1C=CC=CC=1)[P](C1C=CC=CC=1)(C1C=CC=CC=1)C1C=CC=CC=1.[Cu]I>[Cl:1][C:2]1[C:7]2[C:8](=[O:18])[N:9]([CH3:17])[CH2:10][C:11]3[N:12]([CH:13]=[N:14][C:15]=3[C:26]#[C:25][C:19]3[CH:24]=[CH:23][CH:22]=[CH:21][CH:20]=3)[C:6]=2[CH:5]=[CH:4][CH:3]=1 |^1:37,56|. Procedure: 3.73 g (10 mmol) of 7-chloro-4,5-dihydro-3-iodo-5-methyl-6H-imidazo[1,5-a][1,4]benzodiazepin-6-one was stirred at room temperature for 20 hours with 1.12 g (11 mmol) of phenylacetylene, 70 mg of bis-(triphenylphosphine)-palladium(II) dichloride and 10 mg of copper(I) iodide in 20 ml of diethylamine. The reaction mixture was diluted with methylene chloride and washed twice with water. The organic phase was dried over magnesium sulphate and evaporated. After recrystallization of the residue from e...